Dataset: the Open Reaction Database (ORD), a public repository of structured organic reaction records. Task: describe an organic reaction: reactants, conditions, products, and yield Starting materials: CC(C)(C)OC(=O)N1CCCC1C=C(Br)Br, [Li]CCCC, C1CCOC1, CO, CCOC(C)=O. The product is C#CC1CCCN1C(=O)OC(C)(C)C. RXN SMILES: [Br:6][C:7](=[CH:8][CH:9]1[N:10]([C:14](=[O:15])[O:16][C:17]([CH3:18])([CH3:19])[CH3:20])[CH2:11][CH2:12][CH2:13]1)[Br:21].[CH2:1]([Li:2])[CH2:3][CH2:4][CH3:5].[CH2:30]1[O:31][CH2:32][CH2:33][CH2:34]1.[CH3:22][OH:23].[CH3:24][CH2:25][O:26][C:27](=[O:28])[CH3:29]>>[CH:7]#[C:8][CH:9]1[N:10]([C:14](=[O:15])[O:16][C:17]([CH3:18])([CH3:19])[CH3:20])[CH2:11][CH2:12][CH2:13]1. Reactants: [C-]#N, ClCC1CCCN1Cc1ccccc1, CN(C)C=O, [Na+], O. Yields the product N#CCC1CCCN1Cc1ccccc1. As a reaction SMILES: [C-:15]#[N:16].[CH2:1]([c:2]1[cH:3][cH:4][cH:5][cH:6][cH:7]1)[N:8]1[CH:9]([CH2:13][Cl:14])[CH2:10][CH2:11][CH2:12]1.[CH3:18][N:19]([CH3:20])[CH:21]=[O:22].[Na+:17].[OH2:23]>>[CH2:1]([c:2]1[cH:3][cH:4][cH:5][cH:6][cH:7]1)[N:8]1[CH:9]([CH2:13][C:15]#[N:16])[CH2:10][CH2:11][CH2:12]1. Product: C=CCCC(CCCC1(C)OCCO1)C(=O)N1CCOC1=O. Starting materials: C1CCOC1, CC1(CCCCC(=O)N2CCOC2=O)OCCO1, C[Si](C)(C)[N-][Si](C)(C)C, CCOC(C)=O, [Na+]. RXN SMILES: [CH2:19]1[CH2:20][CH2:21][CH2:22][O:23]1.[CH3:1][C:2]1([CH2:7][CH2:8][CH2:9][CH2:10][C:11](=[O:12])[N:13]2[C:14](=[O:18])[O:15][CH2:16][CH2:17]2)[O:3][CH2:4][CH2:5][O:6]1.[CH3:25][Si:26]([N-:27][Si:28]([CH3:29])([CH3:30])[CH3:31])([CH3:32])[CH3:33].[CH3:34][CH2:35][O:36][C:37]([CH3:38])=[O:39].[Na+:24]>>[CH3:1][C:2]1([CH2:7][CH2:8][CH2:9][CH:10]([C:11](=[O:12])[N:13]2[C:14](=[O:18])[O:15][CH2:16][CH2:17]2)[CH2:22][CH2:21][CH:20]=[CH2:19])[O:3][CH2:4][CH2:5][O:6]1. As a reaction SMILES: [Br:40][c:41]1[cH:42][c:43]([C:44]#[N:45])[cH:46][cH:47][c:48]1[CH2:49][Br:50].[C:1]([CH3:2])([CH3:3])([CH3:4])[Si:5]([O:6][CH2:7][CH2:8][CH2:9][CH2:10][c:11]1[n:12][cH:13][n:14]([C:16]([c:17]2[cH:18][cH:19][cH:20][cH:21][cH:22]2)([c:23]2[cH:24][cH:25][cH:26][cH:27][cH:28]2)[c:29]2[cH:30][cH:31][cH:32][cH:33][cH:34]2)[cH:15]1)([CH3:35])[CH3:36].[CH3:37][C:38]#[N:39].[CH3:51][CH2:52][O:53][C:54](=[O:55])[CH3:56]>>[C:1]([CH3:2])([CH3:3])([CH3:4])[Si:5]([O:6][CH2:7][CH2:8][CH2:9][CH2:10][c:11]1[n:12][cH:13][n:14]([CH2:49][c:48]2[c:41]([Br:40])[cH:42][c:43]([C:44]#[N:45])[cH:46][cH:47]2)[cH:15]1)([CH3:35])[CH3:36]. Product: CC(C)(C)[Si](C)(C)OCCCCc1cn(Cc2ccc(C#N)cc2Br)cn1. The reactants are N#Cc1ccc(CBr)c(Br)c1, CC(C)(C)[Si](C)(C)OCCCCc1cn(C(c2ccccc2)(c2ccccc2)c2ccccc2)cn1, CC#N, CCOC(C)=O. Reactants: CO, O=[N+]([O-])c1ccc2[nH]nc(Nc3cccc(F)c3)c2c1. Yields the product Nc1ccc2[nH]nc(Nc3cccc(F)c3)c2c1. RXN SMILES: [CH3:21][OH:22].[F:1][c:2]1[cH:3][c:4]([NH:8][c:9]2[n:10][nH:11][c:12]3[cH:13][cH:14][c:15]([N+:18]([O-:19])=[O:20])[cH:16][c:17]23)[cH:5][cH:6][cH:7]1>>[F:1][c:2]1[cH:3][c:4]([NH:8][c:9]2[n:10][nH:11][c:12]3[cH:13][cH:14][c:15]([NH2:18])[cH:16][c:17]23)[cH:5][cH:6][cH:7]1. Reactants: N1C=NC=C1 (imidazole), CCOC(=O)/N=N/C(=O)OCC (diethylazodicarboxylate), C(C1=CC=CC=C1)OC(=O)N1[C@@H](CN(CC1)C(=O)OC(C)(C)C)[C@@H](C)O ((S, R)-1-benzyloxycarbonyl-2-(1-hydroxyethyl)-4-tert-butyloxycarbonyl-piperazine), C1(=CC=CC=C1)P(C1=CC=CC=C1)C1=CC=CC=C1 (triphenylphospine). The reagents and catalysts are [Zn](N=[N+]=[N-])N=[N+]=[N-] (Zn(N3)2). The solvent is C1(=CC=CC=C1)C (toluene). Run at temperature 0 celsius. The product is C(C1=CC=CC=C1)OC(=O)N1[C@@H](CN(CC1)C(=O)OC(C)(C)C)[C@H](C)N=[N+]=[N-] ((S,S)-1-Benzyloxycarbonyl-2-(1-azidoethyl)-4-tert-butyloxycarbonylpiperazine). Yield: 51.6%. Reaction SMILES: [CH2:1]([O:8][C:9]([N:11]1[CH2:16][CH2:15][N:14]([C:17]([O:19][C:20]([CH3:23])([CH3:22])[CH3:21])=[O:18])[CH2:13][C@H:12]1[C@H:24](O)[CH3:25])=[O:10])[C:2]1[CH:7]=[CH:6][CH:5]=[CH:4][CH:3]=1.[NH:27]1C=CN=C1.C1(P(C2C=CC=CC=2)C2C=CC=CC=2)C=CC=CC=1.CCOC(/[N:56]=[N:57]/C(OCC)=O)=O>C1(C)C=CC=CC=1.[Zn](N=[N+]=[N-])N=[N+]=[N-]>[CH2:1]([O:8][C:9]([N:11]1[CH2:16][CH2:15][N:14]([C:17]([O:19][C:20]([CH3:22])([CH3:23])[CH3:21])=[O:18])[CH2:13][C@H:12]1[C@@H:24]([N:27]=[N+:56]=[N-:57])[CH3:25])=[O:10])[C:2]1[CH:7]=[CH:6][CH:5]=[CH:4][CH:3]=1. Procedure details: (S, R)-1-benzyloxycarbonyl-2-(1-hydroxyethyl)-4-tert-butyloxycarbonyl-piperazine (7.6 g) was dissolved in 208 mL of toluene. While stirring, imidazole (3,5 g), triphenylphospine (15.31 g), and Zn(N3)2.pyr2 (14.11 g) were added in that order. The mixture was cooled to 0° C. and diethylazodicarboxylate (10.2 g) was added dropwise. The mixture was warmed to room temperature and stirred for 1 hour, then decanted into a separatory funnel and extracted with 2×360 mL of ethyl acetate. Any solids in the...